Dataset: the Open Reaction Database (ORD), a public repository of structured organic reaction records. Task: describe an organic reaction: reactants, conditions, products, and yield Reactants: BrC=1C(=NC=C(C(=O)NC2=CC=C(C=C2)OC(F)(F)F)C1)Cl (5-bromo-6-chloro-N-(4-(trifluoromethoxy)phenyl)nicotinamide), CNCCCO (3-(methylamino)propan-1-ol), CCN(C(C)C)C(C)C (DIPEA). Solvent: CC(C)O (iPrOH). Product: BrC=1C(=NC=C(C(=O)NC2=CC=C(C=C2)OC(F)(F)F)C1)N(C)CCCO (5-Bromo-6-((3-hydroxypropyl)(methyl)amino)-N-(4-(trifluoromethoxy)phenyl)nicotinamide), CCN(C(C)C)C(C)C.Cl (DIPEA hydrochloride). As a reaction SMILES: [Br:1][C:2]1[C:3]([Cl:22])=[N:4][CH:5]=[C:6]([CH:21]=1)[C:7]([NH:9][C:10]1[CH:15]=[CH:14][C:13]([O:16][C:17]([F:20])([F:19])[F:18])=[CH:12][CH:11]=1)=[O:8].[CH3:23][NH:24][CH2:25][CH2:26][CH2:27][OH:28].[CH3:29][CH2:30][N:31]([CH:35]([CH3:37])[CH3:36])[CH:32]([CH3:34])[CH3:33]>CC(O)C>[Br:1][C:2]1[C:3]([N:24]([CH2:25][CH2:26][CH2:27][OH:28])[CH3:23])=[N:4][CH:5]=[C:6]([CH:21]=1)[C:7]([NH:9][C:10]1[CH:15]=[CH:14][C:13]([O:16][C:17]([F:20])([F:19])[F:18])=[CH:12][CH:11]=1)=[O:8].[CH3:29][CH2:30][N:31]([CH:35]([CH3:37])[CH3:36])[CH:32]([CH3:34])[CH3:33].[ClH:22] |f:5.6|. Procedure: A mixture of 5-bromo-6-chloro-N-(4-(trifluoromethoxy)phenyl)nicotinamide (Stage 12.2, 237 mg, 0.60 mmol), 3-(methylamino)propan-1-ol (64 mg, 0.72 mmol), iPrOH (2.4 mL) and DIPEA (0.205 mL, 0.155 g, 1.2 mmol) were subjected to MW irradiation at 140° C. for 3 h. The vial was cooled to RT and the RM was evaporated to dryness under reduced pressure. No further purification was required to afford the title compound in an equimolar mixture with DIPEA hydrochloride. LC-MS (Condition 5) tR=1.18 min, m/z... Starting materials: O=c1[nH]ncn1-c1ccc(N2CCN(Cc3ccccc3)CC2)cc1, CC(O)C1(c2ccc(F)cc2F)CO1. Yields the product CC(n1ncn(-c2ccc(N3CCN(Cc4ccccc4)CC3)cc2)c1=O)C1(c2ccc(F)cc2F)CO1. As a reaction SMILES: [CH2:15]([c:16]1[cH:17][cH:18][cH:19][cH:20][cH:21]1)[N:22]1[CH2:23][CH2:24][N:25]([c:28]2[cH:29][cH:30][c:31](-[n:34]3[c:35](=[O:39])[nH:36][n:37][cH:38]3)[cH:32][cH:33]2)[CH2:26][CH2:27]1.[F:1][c:2]1[c:3]([C:9]2([CH:12]([CH3:13])[OH:14])[O:10][CH2:11]2)[cH:4][cH:5][c:6]([F:8])[cH:7]1>>[F:1][c:2]1[c:3]([C:9]2([CH:12]([CH3:13])[n:36]3[c:35](=[O:39])[n:34](-[c:31]4[cH:30][cH:29][c:28]([N:25]5[CH2:24][CH2:23][N:22]([CH2:15][c:16]6[cH:17][cH:18][cH:19][cH:20][cH:21]6)[CH2:27][CH2:26]5)[cH:33][cH:32]4)[cH:38][n:37]3)[O:10][CH2:11]2)[cH:4][cH:5][c:6]([F:8])[cH:7]1. RXN SMILES: [Br:32][C:33]([Br:34])([Br:35])[Br:36].[Cl:37][CH2:38][Cl:39].[OH:1][CH2:2][c:3]1[cH:4][cH:5][c:6]([S:9](=[O:10])(=[O:11])[NH2:12])[cH:7][cH:8]1.[c:13]1([P:14]([c:15]2[cH:16][cH:17][cH:18][cH:19][cH:20]2)[c:21]2[cH:22][cH:23][cH:24][cH:25][cH:26]2)[cH:27][cH:28][cH:29][cH:30][cH:31]1>>[CH2:2]([c:3]1[cH:4][cH:5][c:6]([S:9](=[O:10])(=[O:11])[NH2:12])[cH:7][cH:8]1)[Br:32]. The product is NS(=O)(=O)c1ccc(CBr)cc1. Starting materials: BrC(Br)(Br)Br, ClCCl, NS(=O)(=O)c1ccc(CO)cc1, c1ccc(P(c2ccccc2)c2ccccc2)cc1. Product: CC(C)(C)OC(=O)N1CCC(COCc2cc(-c3ccc(C#N)cc3)cc(C(F)(F)F)c2)(c2ccc(F)cc2Br)CC1. Reactants: N#Cc1ccc(-c2cc(CBr)cc(C(F)(F)F)c2)cc1, CC(C)(C)OC(=O)N1CCC(CO)(c2ccc(F)cc2Br)CC1, C1CCOC1, CC(C)(C)[O-], [K+]. RXN SMILES: [Br:30][CH2:31][c:32]1[cH:33][c:34](-[c:42]2[cH:43][cH:44][c:45]([C:48]#[N:49])[cH:46][cH:47]2)[cH:35][c:36]([C:38]([F:39])([F:40])[F:41])[cH:37]1.[Br:7][c:8]1[c:9]([C:15]2([CH2:28][OH:29])[CH2:16][CH2:17][N:18]([C:21](=[O:22])[O:23][C:24]([CH3:25])([CH3:26])[CH3:27])[CH2:19][CH2:20]2)[cH:10][cH:11][c:12]([F:14])[cH:13]1.[CH2:50]1[O:51][CH2:52][CH2:53][CH2:54]1.[CH3:1][C:2]([CH3:3])([O-:4])[CH3:5].[K+:6]>>[Br:7][c:8]1[c:9]([C:15]2([CH2:28][O:29][CH2:31][c:32]3[cH:33][c:34](-[c:42]4[cH:43][cH:44][c:45]([C:48]#[N:49])[cH:46][cH:47]4)[cH:35][c:36]([C:38]([F:39])([F:40])[F:41])[cH:37]3)[CH2:16][CH2:17][N:18]([C:21](=[O:22])[O:23][C:24]([CH3:25])([CH3:26])[CH3:27])[CH2:19][CH2:20]2)[cH:10][cH:11][c:12]([F:14])[cH:13]1. The reactants are FC1=CC=C2C(CCC3(C2=C1)NC(NC3=O)=O)=O (3',4'-dihydro-7'-fluorospiro [imidazolidine-4,1'(2'H)-naphthalene]2,4',5-trione), [BH4-].[Na+] (sodium borohydride), Cl (hydrochloric acid). The solvent is CO (methanol). Run at temperature 0 celsius, time 1 hour. The product is OC1CCC2(C3=CC(=CC=C13)F)NC(NC2=O)=O (3',4'-dihydro-4'-hydroxy-7'-fluorospiro[imidazolidine-4,1'(2'H)-naphthalene]2,5-dione). Isolated yield 47.0%. Reaction SMILES: [F:1][C:2]1[CH:11]=[C:10]2[C:5]([C:6](=[O:18])[CH2:7][CH2:8][C:9]32[C:15](=[O:16])[NH:14][C:13](=[O:17])[NH:12]3)=[CH:4][CH:3]=1.[BH4-].[Na+].Cl>CO>[OH:18][CH:6]1[C:5]2[C:10](=[CH:11][C:2]([F:1])=[CH:3][CH:4]=2)[C:9]2([C:15](=[O:16])[NH:14][C:13](=[O:17])[NH:12]2)[CH2:8][CH2:7]1 |f:1.2|. Procedure details: To a solution of 15.5 g. (0.0625 mole) of 3',4'-dihydro-7'-fluorospiro [imidazolidine-4,1'(2'H)-naphthalene]2,4',5-trione in 300 ml. of methanol cooled to 0° C. was added 4.8 g. (0.012 mole) of sodium borohydride over a period of 20 minutes. After stirring for one hour at 0° C. 100 ml. of 10% hydrochloric acid was added and the methanol removed under vacuum. The solid suspension was filtered and the solids dried, 7.3 g. (47% yield). The reactants are CSC=1N=NC(=C(N1)N1CCC2=C(CC1)C=CC=C2)C#N (3-methylsulfanyl-5-(1,2,4,5-tetrahydro-benzo[d]azepin-3-yl)-[1,2,4]triazine-6-carbonitrile), NCC1CC1 (aminomethyl-cyclopropane). Run in O1CCOCC1 (dioxane). Run at temperature 120 celsius, time 8 hour. The product is C1(CC1)CNC=1N=NC(=C(N1)N1CCC2=C(CC1)C=CC=C2)C#N (3-(cyclopropylmethyl-amino)-5-(1,2,4,5-tetrahydro-benzo[d]azepin-3-yl)-[1,2,4]triazine-6-carbonitrile). The yield is 35.6%. RXN SMILES: CS[C:3]1[N:4]=[N:5][C:6]([C:20]#[N:21])=[C:7]([N:9]2[CH2:15][CH2:14][C:13]3[CH:16]=[CH:17][CH:18]=[CH:19][C:12]=3[CH2:11][CH2:10]2)[N:8]=1.[NH2:22][CH2:23][CH:24]1[CH2:26][CH2:25]1>O1CCOCC1>[CH:24]1([CH2:23][NH:22][C:3]2[N:4]=[N:5][C:6]([C:20]#[N:21])=[C:7]([N:9]3[CH2:15][CH2:14][C:13]4[CH:16]=[CH:17][CH:18]=[CH:19][C:12]=4[CH2:11][CH2:10]3)[N:8]=2)[CH2:26][CH2:25]1. Procedure details: A mixture of 150 mg (0.50 mmol) of 3-methylsulfanyl-5-(1,2,4,5-tetrahydro-benzo[d]azepin-3-yl)-[1,2,4]triazine-6-carbonitrile as prepared in example 1b and 74 mg (1.0 mmol) of aminomethyl-cyclopropane in 5 ml of dioxane was stirred at 120° C. overnight. The solution was evaporated under reduced pressure and the residue was chromatographed on silica gel with a 98:2 v/v mixture of dichloromethane and methanol as the eluent. There were obtained 57 mg (35% of theory) of 3-(cyclopropylmethyl-amino)-5... The reactants are ClC1=NC=C(C=C1C=1C(=NC(=NC1)OC)OC)F (5-(2-chloro-5-fluoro-pyridin-3-yl)-2,4-dimethoxy-pyrimidine). Run in CO (MeOH). The product is Cl.ClC1=NC=C(C=C1C=1C(NC(NC1)=O)=O)F (5-(2-Chloro-5-fluoro-pyridin-3-yl)-1H-pyrimidine-2,4-dione hydrochloride). Isolated yield 201.2%. RXN SMILES: [Cl:1][C:2]1[C:7]([C:8]2[C:9]([O:16]C)=[N:10][C:11]([O:14]C)=[N:12][CH:13]=2)=[CH:6][C:5]([F:18])=[CH:4][N:3]=1>CO>[ClH:1].[Cl:1][C:2]1[C:7]([C:8]2[C:9](=[O:16])[NH:10][C:11](=[O:14])[NH:12][CH:13]=2)=[CH:6][C:5]([F:18])=[CH:4][N:3]=1 |f:2.3|. Procedure details: To a solution of 5-(2-chloro-5-fluoro-pyridin-3-yl)-2,4-dimethoxy-pyrimidine (Prep 70, 240 mg, 0.89 mmol) in MeOH (20 ml) 10% HClaq (15 ml) was added. After refluxing the mixture for 8 hours, the solvents were evaporated and the crude was triturated with ethyl acetate to give 249 mg of the title compound (97% yield) The reactants are C(C)(C)(C)OC(=O)OC(C(=O)C1=CC=CC=C1)=O (O-(tert-butoxycarbonyl)-phenylglyoxylic acid), C(#N)CCN(CCN(CCCCCCCCCCCCCCCCCC)CCCCCCCCCCCCCCCCCC)CCC#N (N′,N′-bis(2-cyanoethyl)-N,N-dioctadecylethylenediamine), [OH-].[Na+] (sodium hydroxide), O (water), O (water). Reagents/catalysts: [Ni] (Raney nickel). Solvent: [OH-].[K+] (potassium hydroxide). Reaction conditions: time 24 hour. The product is NCCCN(CCN(CCCCCCCCCCCCCCCCCC)CCCCCCCCCCCCCCCCCC)CCCN (N′,N′-bis(3-aminopropyl)-N,N-dioctadecylethylenediamine). RXN SMILES: O.[OH-].[Na+].[C:4]([CH2:6][CH2:7][N:8]([CH2:48][CH2:49][C:50]#[N:51])[CH2:9][CH2:10][N:11]([CH2:30][CH2:31][CH2:32][CH2:33][CH2:34][CH2:35][CH2:36][CH2:37][CH2:38][CH2:39][CH2:40][CH2:41][CH2:42][CH2:43][CH2:44][CH2:45][CH2:46][CH3:47])[CH2:12][CH2:13][CH2:14][CH2:15][CH2:16][CH2:17][CH2:18][CH2:19][CH2:20][CH2:21][CH2:22][CH2:23][CH2:24][CH2:25][CH2:26][CH2:27][CH2:28][CH3:29])#[N:5].C(OC(OC(=O)C(C1C=CC=CC=1)=O)=O)(C)(C)C>[Ni].[OH-].[K+]>[NH2:5][CH2:4][CH2:6][CH2:7][N:8]([CH2:48][CH2:49][CH2:50][NH2:51])[CH2:9][CH2:10][N:11]([CH2:12][CH2:13][CH2:14][CH2:15][CH2:16][CH2:17][CH2:18][CH2:19][CH2:20][CH2:21][CH2:22][CH2:23][CH2:24][CH2:25][CH2:26][CH2:27][CH2:28][CH3:29])[CH2:30][CH2:31][CH2:32][CH2:33][CH2:34][CH2:35][CH2:36][CH2:37][CH2:38][CH2:39][CH2:40][CH2:41][CH2:42][CH2:43][CH2:44][CH2:45][CH2:46][CH3:47] |f:1.2,6.7|. Procedure details: 2.5 g of Raney nickel are added to 50 ml of water. With stirring, 4.5 g of sodium hydroxide are added so rapidly thereto that the water does not quite boil over, and the whole is then stirred for half an hour. 320 mg (0.48 mmol, MW 671.2) of N′,N′-bis(2-cyanoethyl)-N,N-dioctadecylethylenediamine are taken up in 500 ml of 0.5M potassium hydroxide solution (in EtOH/water 95:5 v/v). The activated Raney nickel is separated from the supernatant by decanting and is added to the starting solution. The ...